This data is from the Open Reaction Database (ORD), a public repository of structured organic reaction records. The task is: describe an organic reaction: reactants, conditions, products, and yield RXN SMILES: [CH3:1][O:2][C:3]([CH:4]=[CH:5][c:6]1[c:7]([CH2:18][CH2:19][CH2:20][CH3:21])[c:8]2[cH:9][c:10]([O:16][CH3:17])[cH:11][cH:12][c:13]2[cH:14][cH:15]1)=[O:22].[CH3:25][OH:26].[Na+:24].[OH-:23]>>[O:2]=[C:3]([CH:4]=[CH:5][c:6]1[c:7]([CH2:18][CH2:19][CH2:20][CH3:21])[c:8]2[cH:9][c:10]([O:16][CH3:17])[cH:11][cH:12][c:13]2[cH:14][cH:15]1)[OH:22]. Yields the product CCCCc1c(C=CC(=O)O)ccc2ccc(OC)cc12. Reactants: CCCCc1c(C=CC(=O)OC)ccc2ccc(OC)cc12, CO, [Na+], [OH-]. Reaction SMILES: [Br:1][c:2]1[cH:3][cH:4][c:5]2[c:9]([cH:10]1)[NH:8][C:7](=[O:11])[C:6]2=[C:12]1[O:13][C:14]([CH3:18])([CH3:19])[C:15]([Br:17])=[CH:16]1.[CH2:20]1[CH2:21][O:22][CH2:23][CH2:24][NH:25]1.[O:27]=[CH:28][N:29]([CH3:30])[CH3:31].[OH2:26]>>[Br:1][c:2]1[cH:3][cH:4][c:5]2[c:9]([cH:10]1)[NH:8][C:7](=[O:11])[C:6]2=[C:12]1[O:13][C:14]([CH3:18])([CH3:19])[C:15]([N:25]2[CH2:20][CH2:21][O:22][CH2:23][CH2:24]2)=[CH:16]1. Product: CC1(C)OC(=C2C(=O)Nc3cc(Br)ccc32)C=C1N1CCOCC1. The reactants are CC1(C)OC(=C2C(=O)Nc3cc(Br)ccc32)C=C1Br, C1COCCN1, CN(C)C=O, O. Reactants: C([O-])(O)=O.[K+] (potassium bicarbonate), C(C)(=O)NC1=COC2=CC=C(C=C2C1=S)C(C)(C)C (3-acetamido-6-tert.-butyl-thiochromone), solution, Cl (hydrochloric acid). Solvent: CO (methanol). Conditions: time 2 hour. The product is NC1=COC2=CC=C(C=C2C1=S)C(C)(C)C (3-Amino-6-tert.-butyl-thiochromone). The yield is 99.7%. Reaction SMILES: C([NH:4][C:5]1[C:14](=[S:15])[C:13]2[C:8](=[CH:9][CH:10]=[C:11]([C:16]([CH3:19])([CH3:18])[CH3:17])[CH:12]=2)[O:7][CH:6]=1)(=O)C.Cl.C(=O)(O)[O-].[K+]>CO>[NH2:4][C:5]1[C:14](=[S:15])[C:13]2[C:8](=[CH:9][CH:10]=[C:11]([C:16]([CH3:19])([CH3:18])[CH3:17])[CH:12]=2)[O:7][CH:6]=1 |f:2.3|. Procedure details: A solution of 3-acetamido-6-tert.-butyl-thiochromone (31 g) in a 2 N solution (350 ml) of hydrochloric acid in methanol is heated gradually to the reflux temperature and kept at this temperature (70° C.) for 2 hours. After cooling, the reaction medium is poured into an excess of a 10% strength aqueous solution of potassium bicarbonate. A yellow solid precipitates which is filtered off, washed with water and dried. 3-Amino-6-tert.-butyl-thiochromone (26.2 g), which melts at 168° C., is thus obtai... Reported procedure: The acid is liberated from 2.85 g of Z-Thr(tBu)-OH.dicyclohexylammonium salt in ethyl acetate by means of citric acid as described under 23 and the resulting oil consisting of Z-Thr(tBu)-OH is stirred with 3.33 g of H-Tyr(tBu)-Thr(tBu)-Gln-Asp(OtBu)-Phe-OCH 3 in 80 ml of acetonitrile at room temperature. 1.20 g of dicyclohexylcarbodiimde are added thereto in the solid form and the mixture is stirred for 23 hours at room temperature. After filtering off the precipitated dicyclohexylurea, which is... Run in C(C)#N (acetonitrile), C(C)(=O)OCC (ethyl acetate). Product: N([C@@H]([C@H](OC(C)(C)C)C)C(=O)N[C@@H](CC1=CC=C(C=C1)OC(C)(C)C)C(=O)N[C@@H]([C@H](OC(C)(C)C)C)C(=O)N[C@@H](CCC(N)=O)C(=O)N[C@@H](CC(OC(C)(C)C)=O)C(=O)N[C@@H](CC1=CC=CC=C1)C(=O)OC)C(=O)OCC1=CC=CC=C1 (Z-Thr(tBu)-Tyr(tBu)-Thr(tBu)-Gln-Asp(OtBu)-Phe-OCH3). Reaction SMILES: [NH:1]([C:13]([O:15][CH2:16][C:17]1[CH:22]=[CH:21][CH:20]=[CH:19][CH:18]=1)=[O:14])[C@H:2]([C:10]([OH:12])=O)[C@@H:3]([CH3:9])[O:4][C:5]([CH3:8])([CH3:7])[CH3:6].[CH3:23]CCCC(F)(F)C(O)CC[C@@H]1[C@@H](CCCCCCC(O)=O)C(=O)C[C@H]1O.C1CCC(NC2CCCCC2)CC1.C(O)(=O)CC(CC(O)=O)(C(O)=O)O.[NH2:76][C@H:77]([C:90]([NH:92][C@H:93]([C:101]([NH:103][C@H:104]([C:110]([NH:112][C@H:113]([C:122]([NH:124][C@H:125]([C:133]([OH:135])=[O:134])[CH2:126][C:127]1[CH:132]=[CH:131][CH:130]=[CH:129][CH:128]=1)=[O:123])[CH2:114][C:115](=[O:121])[O:116][C:117]([CH3:120])([CH3:119])[CH3:118])=[O:111])[CH2:105][CH2:106][C:107](=[O:109])[NH2:108])=[O:102])[C@@H:94]([CH3:100])[O:95][C:96]([CH3:99])([CH3:98])[CH3:97])=[O:91])[CH2:78][C:79]1[CH:84]=[CH:83][C:82]([O:85][C:86]([CH3:89])([CH3:88])[CH3:87])=[CH:81][CH:80]=1>C(OCC)(=O)C.C(#N)C>[NH:1]([C:13]([O:15][CH2:16][C:17]1[CH:22]=[CH:21][CH:20]=[CH:19][CH:18]=1)=[O:14])[C@H:2]([C:10]([NH:76][C@H:77]([C:90]([NH:92][C@H:93]([C:101]([NH:103][C@H:104]([C:110]([NH:112][C@H:113]([C:122]([NH:124][C@H:125]([C:133]([O:135][CH3:23])=[O:134])[CH2:126][C:127]1[CH:132]=[CH:131][CH:130]=[CH:129][CH:128]=1)=[O:123])[CH2:114][C:115](=[O:121])[O:116][C:117]([CH3:118])([CH3:119])[CH3:120])=[O:111])[CH2:105][CH2:106][C:107](=[O:109])[NH2:108])=[O:102])[C@@H:94]([CH3:100])[O:95][C:96]([CH3:97])([CH3:98])[CH3:99])=[O:91])[CH2:78][C:79]1[CH:80]=[CH:81][C:82]([O:85][C:86]([CH3:87])([CH3:88])[CH3:89])=[CH:83][CH:84]=1)=[O:12])[C@@H:3]([CH3:9])[O:4][C:5]([CH3:6])([CH3:7])[CH3:8] |f:1.2|. Reactants: N([C@@H]([C@H](OC(C)(C)C)C)C(=O)O)C(=O)OCC1=CC=CC=C1 (Z-Thr(tBu)-OH), N([C@@H]([C@H](OC(C)(C)C)C)C(=O)O)C(=O)OCC1=CC=CC=C1 (Z-Thr(tBu)-OH), N[C@@H](CC1=CC=C(C=C1)OC(C)(C)C)C(=O)N[C@@H]([C@H](OC(C)(C)C)C)C(=O)N[C@@H](CCC(N)=O)C(=O)N[C@@H](CC(OC(C)(C)C)=O)C(=O)N[C@@H](CC1=CC=CC=C1)C(=O)O (H-Tyr(tBu)-Thr(tBu)-Gln-Asp(OtBu)-Phe), CCCCC(C(CC[C@H]1[C@@H](CC(=O)[C@@H]1CCCCCCC(=O)O)O)O)(F)F.C1CCC(CC1)NC2CCCCC2 (dicyclohexylammonium salt), C(CC(O)(C(=O)O)CC(=O)O)(=O)O (citric acid). Conditions: time 23 hour. Reactants: O=C1CCC(=O)N1Br, COc1csc(S(N)(=O)=O)c1, ClCCl. Yields the product COc1cc(S(N)(=O)=O)sc1Br. RXN SMILES: [Br:12][N:13]1[C:14](=[O:15])[CH2:16][CH2:17][C:18]1=[O:19].[CH3:1][O:2][c:3]1[cH:4][c:5]([S:8](=[O:9])(=[O:10])[NH2:11])[s:6][cH:7]1.[Cl:20][CH2:21][Cl:22]>>[CH3:1][O:2][c:3]1[cH:4][c:5]([S:8](=[O:9])(=[O:10])[NH2:11])[s:6][c:7]1[Br:12]. Starting materials: CC(C(=O)C=1C=NC=NC1)C (2-methyl-1-(pyrimid-5-yl)-propan- 1-one), C(C)I (ethyl iodide), O (water), [H-].[Na+] (sodium hydride). Solvent: CN(C=O)C (dimethylformamide), CN(C=O)C (dimethylformamide), CN(C=O)C (dimethylformamide). Conditions: time 8 hour. The product is CC(C(=O)C=1C=NC=NC1)(CC)C (2,2-dimethyl-1-(pyrimid-5-yl)-butan-1-one). Reaction SMILES: [H-].[Na+].[CH3:3][CH:4]([CH3:13])[C:5]([C:7]1[CH:8]=[N:9][CH:10]=[N:11][CH:12]=1)=O.[CH2:14](I)[CH3:15].[OH2:17]>CN(C)C=O>[CH3:3][C:4]([CH3:13])([CH2:14][CH3:15])[C:5]([C:7]1[CH:8]=[N:9][CH:10]=[N:11][CH:12]=1)=[O:17] |f:0.1|. Procedure details: To a suspension of oil-free sodium hydride (2.4g, 0.1 moles) in dry dimethylformamide (60 mls) was added dropwise a solution of 2-methyl-1-(pyrimid-5-yl)-propan- 1-one in dry dimethylformamide (20 mls). The temperature rose to 35° C. and effervescence was observed. After the addition was complete, the mixture was stirred at room temperature for twenty minutes, and a solution of ethyl iodide (18.72 g, 0.12 moles) in dry dimethylformamide was added with external cooling provided by a water bath. T... Reactants: CON(C)C(=O)c1ccc(Br)cc1, [Li]CCCC, C1CCOC1, COc1ccc(Br)cc1F, O. Product: COc1ccc(C(=O)c2ccc(Br)cc2)cc1F. RXN SMILES: [Br:16][c:17]1[cH:18][cH:19][c:20]([C:21](=[O:22])[N:23]([CH3:24])[O:25][CH3:26])[cH:27][cH:28]1.[CH2:11]([Li:12])[CH2:13][CH2:14][CH3:15].[CH2:30]1[O:31][CH2:32][CH2:33][CH2:34]1.[F:1][c:2]1[c:3]([O:9][CH3:10])[cH:4][cH:5][c:6]([Br:8])[cH:7]1.[OH2:29]>>[F:1][c:2]1[c:3]([O:9][CH3:10])[cH:4][cH:5][c:6]([C:21]([c:20]2[cH:19][cH:18][c:17]([Br:16])[cH:28][cH:27]2)=[O:22])[cH:7]1.